The task is: describe an organic reaction: reactants, conditions, products, and yield. This data is from the Open Reaction Database (ORD), a public repository of structured organic reaction records. Reactants: O (water), [OH-].[Na+] (NaOH), ClC=1C=C(C=CC1)[N+](=O)[O-] (3-chloronitrobenzene), [OH-].[Na+] (NaOH). Reagents/catalysts: [Zn] (zinc), [Zn] (zinc). The solvent is CCOCC (ether). Run at temperature 60 celsius, time 2 hour. The product is ClC=1C=C(C=CC1)NNC1=CC(=CC=C1)Cl (3,3'-Dichlorohydrazobenzene). Yield: 68.5%. RXN SMILES: [OH-].[Na+].[Cl:3][C:4]1[CH:5]=[C:6]([N+:10]([O-])=O)[CH:7]=[CH:8][CH:9]=1.O>[Zn].CCOCC>[Cl:3][C:4]1[CH:5]=[C:6]([NH:10][NH:10][C:6]2[CH:7]=[CH:8][CH:9]=[C:4]([Cl:3])[CH:5]=2)[CH:7]=[CH:8][CH:9]=1 |f:0.1|. Procedure: To a stirred solution of 50% NaOH (3 mL) was added 3-chloronitrobenzene (10 g, 64 mM). The suspension was warmed to 60° C. and zinc (9 g, 138 mM) was added. During the addition, the temperature of the reaction mixture was kept between 60° and 80° C. After the addition was complete, a solution of 20% NaOH (18 mL, 90 mM) was added followed by water (30 mL). An additional portion of zinc (12 g, 189 mM) was then added and the resulting mixture was stirred between 75°-80° C. for 2 hours. After coolin... Starting materials: [H][H] (hydrogen), CC(CC(C)=O)(C)NC(CCOC)=O (N-(1,1-dimethyl-3-oxobutyl)-3-methoxypropionamide), N1CCCC1 (pyrrolidine). Reagents/catalysts: [Pt]=O (platinum oxide). Solvent: CO (methanol), CO (methanol). Product: CC(CC(C)N1CCCC1)(C)NC(CCOC)=O (N-(1,1-dimethyl-3-pyrrolidylbutyl)-3-methoxypropionamide). RXN SMILES: [CH3:1][C:2]([NH:8][C:9](=[O:14])[CH2:10][CH2:11][O:12][CH3:13])([CH3:7])[CH2:3][C:4](=O)[CH3:5].[NH:15]1[CH2:19][CH2:18][CH2:17][CH2:16]1.[H][H]>[Pt]=O.CO>[CH3:1][C:2]([NH:8][C:9](=[O:14])[CH2:10][CH2:11][O:12][CH3:13])([CH3:7])[CH2:3][CH:4]([N:15]1[CH2:19][CH2:18][CH2:17][CH2:16]1)[CH3:5]. Procedure: Following the procedure of Example 1, 20.1 grams (0.1 mole) of N-(1,1-dimethyl-3-oxobutyl)-3-methoxypropionamide is reacted with 10 grams (0.14 mole) of pyrrolidine in the presence of 0.3 gram of platinum oxide and 100 ml. of methanol. When hydrogen uptake has ceased, the methanol is stripped and the product, N-(1,1-dimethyl-3-pyrrolidylbutyl)-3-methoxypropionamide, is isolated as described in Example 1. The reactants are amide, ClC=1C=C(C(=C(CC=2C(=C(C(=O)OCC=3CS[C@H]4N(C3C(=O)OC(C)(C)C)C(C4NC(COC4=CC=CC=C4)=O)=O)C=CC2)O)C1)O)CC1=C(C=CC=C1)O (tert-Butyl 3-{3-[5-Chloro-2-hydroxy-3-(2-hydroxybenzyl)benzyl]-2-hydroxybenzoyloxymethyl}-7-phenoxyacetamido-3-cephem-4-carboxylate), ester, 16, C(=O)(O)C=1C(=C(C(=O)C2=C(C(=CC(=C2)Cl)C(C2=C(C=CC=C2)O)=O)O)C=CC1)O (2-(3-Carboxy-2-hydroxybenzoyl)-6-(2-hydroxybenzoyl)-4-chlorophenol), C(=O)(O)[O-].[Na+] (NaHCO3), β-lactam, ester. Product: ClC=1C=C(C(=C(C(=O)C=2C(=C(C(=O)OCC=3CS[C@H]4N(C3C(=O)OC(C)(C)C)C(C4NC(COC4=CC=CC=C4)=O)=O)C=CC2)O)C1)O)C(C1=C(C=CC=C1)O)=O (tert-Butyl 3-{3-[5-Chloro-2-hydroxy-3-(2-hydroxybenzoyl)benzoyl]-2-hydroxybenzoyloxymethyl}-7-phenoxyacetamido-3-cephem-4-carboxylate). Yield: 90.0%. Reaction SMILES: [C:1]([C:4]1[C:5]([OH:29])=[C:6]([CH:26]=[CH:27][CH:28]=1)[C:7]([C:9]1[CH:14]=[C:13]([Cl:15])[CH:12]=[C:11]([C:16](=[O:24])[C:17]2[CH:22]=[CH:21][CH:20]=[CH:19][C:18]=2[OH:23])[C:10]=1[OH:25])=[O:8])([OH:3])=[O:2].C([O-])(O)=O.[Na+].ClC1C=C(CC2C=CC=CC=2O)C(O)=C(C=1)CC1C(O)=C(C=CC=1)C(O[CH2:48][C:49]1[CH2:50][S:51][C@@H:52]2[CH:63]([NH:64][C:65](=[O:74])[CH2:66][O:67][C:68]3[CH:73]=[CH:72][CH:71]=[CH:70][CH:69]=3)[C:62](=[O:75])[N:53]2[C:54]=1[C:55]([O:57][C:58]([CH3:61])([CH3:60])[CH3:59])=[O:56])=O>>[Cl:15][C:13]1[CH:12]=[C:11]([C:16](=[O:24])[C:17]2[CH:22]=[CH:21][CH:20]=[CH:19][C:18]=2[OH:23])[C:10]([OH:25])=[C:9]([CH:14]=1)[C:7]([C:6]1[C:5]([OH:29])=[C:4]([CH:28]=[CH:27][CH:26]=1)[C:1]([O:3][CH2:48][C:49]1[CH2:50][S:51][C@@H:52]2[CH:63]([NH:64][C:65](=[O:74])[CH2:66][O:67][C:68]3[CH:69]=[CH:70][CH:71]=[CH:72][CH:73]=3)[C:62](=[O:75])[N:53]2[C:54]=1[C:55]([O:57][C:58]([CH3:59])([CH3:60])[CH3:61])=[O:56])=[O:2])=[O:8] |f:1.2|. Procedure: Compound 18 (7.33 g, 8.99 mmol) was prepared from 16 (5.30 g, 9.99 mmol), 15 (4.13 g, 10.0 mmol), and NaHCO3 (2.52 g, 30.0 mmol) in 90% yield by the same method used for the preparation of 17. For 18: mp 138-140° C.; 1H NMR (DMSO-d6) d 1.50 (s, 9 H, 3×CH3), 3.72, 3.83 (AB, Jgem=19 Hz, 2 H, CH2S), 4.60 (s, 2 H, OCH2CO), 4.99, 5.29 (AB, Jgem=15 Hz, 2 H, CH2O), 5.18 (d, J=5.0 Hz, 1 H, HC(6)), 5.79 (dd, J=5.0 and 9.5 Hz, 1 H, HC(7)), 6.20 (br, 3 H, 3×OH), 6.90-7.50 (m, 14 H, 4×ArH), 8.30 (d, J=9.5 H... The reactants are C(C)(=O)OCC (ethyl acetate), S1C=CC2=C1C=CC(=C2)CCOCCC(=O)N2CC(C2)O (1-(3-(2-(1-benzothiophen-5-yl)ethoxy)propionyl)azetidin-3-ol), Cl (hydrochloric acid), [OH-].[Na+] (sodium hydroxide), [BH4-].[Na+] (sodium borohydride), Cl[Si](C)(C)C (chlorotrimethylsilane). The solvent is O (water), COCCOCCOC (bis(2-methoxyethyl)ether). Run at temperature 10 celsius, time 4 hour. Product: C(\C=C/C(=O)O)(=O)O.S1C=CC2=C1C=CC(=C2)CCOCCCN2CC(C2)O (1-(3-(2-(1-benzothiophen-5-yl)ethoxy)propyl)azetidin-3-ol maleate). RXN SMILES: [S:1]1[C:5]2[CH:6]=[CH:7][C:8]([CH2:10][CH2:11][O:12][CH2:13][CH2:14][C:15]([N:17]3[CH2:20][CH:19]([OH:21])[CH2:18]3)=O)=[CH:9][C:4]=2[CH:3]=[CH:2]1.[BH4-].[Na+].Cl[Si](C)(C)C.Cl.[OH-:30].[Na+].[C:32]([O:35]CC)(=[O:34])[CH3:33]>O.COCCOCCOC>[C:19]([OH:21])(=[O:30])/[CH:20]=[CH:33]\[C:32]([OH:35])=[O:34].[S:1]1[C:5]2[CH:6]=[CH:7][C:8]([CH2:10][CH2:11][O:12][CH2:13][CH2:14][CH2:15][N:17]3[CH2:20][CH:19]([OH:21])[CH2:18]3)=[CH:9][C:4]=2[CH:3]=[CH:2]1 |f:1.2,5.6,10.11|. Procedure details: To bis(2-methoxyethyl)ether (5 mL) suspension of 1.00 g of 1-(3-(2-(1-benzothiophen-5-yl)ethoxy)propionyl)azetidin-3-ol was added 0.37 g of sodium borohydride, which was then cooled to 10° C. Thereto was dropwise added 2.49 mL of chlorotrimethylsilane at 5 to 10° C. for 20 minutes, which was then stirred at room temperature for 2.5 h and at 40° C. for 4 hours. After cooling, thereto was dropwise added 3.27 mL of 6.0 mol/L hydrochloric acid, which was then stirred at 70 to 75° C. for 30 minutes. ...